Dataset: the Open Reaction Database (ORD), a public repository of structured organic reaction records. Task: describe an organic reaction: reactants, conditions, products, and yield Starting materials: C(C)(C)(C)N (tert-butylamine), C=O (paraformaldehyde), siloxane-bridged-bisphenol, O (water), C1(=CC=CC=C1)C (toluene). The product is O1NC=CC2=C1C=CC=C2 (Benzoxazine). Isolated yield 78.0%. Reaction SMILES: [C:1]([NH2:5])(C)(C)C.C=[O:7].O.[C:9]1([CH3:15])[CH:14]=[CH:13][CH:12]=[CH:11][CH:10]=1>>[O:7]1[C:10]2[CH:11]=[CH:12][CH:13]=[CH:14][C:9]=2[CH:15]=[CH:1][NH:5]1. Procedure details: A 500 mL three-neck round-bottom flask with a stir-bar was charged with tert-butylamine (14.6 g, 200 mmole), paraformaldehyde (15.0 g, 500 mmole), siloxane-bridged-bisphenol (26.8 g, 0.1 mol, prepared by the procedure described in Example 10), and toluene (200 mL) were placed into a 500 mL. The flask was connected to a Dean-Stark trap and condenser and the reaction mixture was heated to reflux for 4.0 hours while stirring. A total of 7.2 ml (400 mmol) of water was collected. The reaction mixture... Reactants: CN1C2=C(C=3C=C(C=CC13)OCC1=CC=CC=C1)C(=NN(C2=O)C2=CC=CC=C2)CC#N (5-methyl-4-oxo-3-phenyl-8-(phenylmethoxy)-3,5-dihydro-4H-pyridazino[4,5-b]indole-1-acetonitrile), [OH-].[K+] (potassium hydroxide), O (water), COCCO (2-methoxyethanol). Product: CN1C2=C(C=3C=C(C=CC13)OCC1=CC=CC=C1)C(=NN(C2=O)C2=CC=CC=C2)CC(=O)O (5-Methyl-4-oxo-3-phenyl-8-(phenylmethoxy)-3,5-dihydro-4H-pyridazino[4,5-b]indole-1-acetic acid). Reaction SMILES: [CH3:1][N:2]1[C:10]2[CH:9]=[CH:8][C:7]([O:11][CH2:12][C:13]3[CH:18]=[CH:17][CH:16]=[CH:15][CH:14]=3)=[CH:6][C:5]=2[C:4]2[C:19]([CH2:30][C:31]#N)=[N:20][N:21]([C:24]3[CH:29]=[CH:28][CH:27]=[CH:26][CH:25]=3)[C:22](=[O:23])[C:3]1=2.[OH-:33].[K+].COCCO.[OH2:40]>>[CH3:1][N:2]1[C:10]2[CH:9]=[CH:8][C:7]([O:11][CH2:12][C:13]3[CH:14]=[CH:15][CH:16]=[CH:17][CH:18]=3)=[CH:6][C:5]=2[C:4]2[C:19]([CH2:30][C:31]([OH:40])=[O:33])=[N:20][N:21]([C:24]3[CH:25]=[CH:26][CH:27]=[CH:28][CH:29]=3)[C:22](=[O:23])[C:3]1=2 |f:1.2|. Procedure: A solution of 1.15 g (2.7 mmol) of 5-methyl-4-oxo-3-phenyl-8-(phenylmethoxy)-3,5-dihydro-4H-pyridazino[4,5-b]indole-1-acetonitrile and of 1.54 g (39 mmol) of potassium hydroxide in a mixture of 10 ml of water and of 20 ml oF 2-methoxyethanol is heated at reflux. The mixture is extracted with dichloromethane, the aqueous phase is acidified and extracted with ethyl acetate, the organic phase is dried over sodium sulphate and the solvent is evaporated under reduced pressure. 0.38 g (0.86 mmol) of s... Starting materials: CCC(CC)Nc1cc(C)nc(Oc2c(C)cc(C)cc2C)c1[N+](=O)[O-], CCO. The product is CCC(CC)Nc1cc(C)nc(Oc2c(C)cc(C)cc2C)c1N. RXN SMILES: [CH2:1]([CH3:2])[CH:3]([CH2:4][CH3:5])[NH:6][c:7]1[c:8]([N+:24]([O-:25])=[O:26])[c:9]([O:14][c:15]2[c:16]([CH3:23])[cH:17][c:18]([CH3:22])[cH:19][c:20]2[CH3:21])[n:10][c:11]([CH3:13])[cH:12]1.[CH3:27][CH2:28][OH:29]>>[CH2:1]([CH3:2])[CH:3]([CH2:4][CH3:5])[NH:6][c:7]1[c:8]([NH2:24])[c:9]([O:14][c:15]2[c:16]([CH3:23])[cH:17][c:18]([CH3:22])[cH:19][c:20]2[CH3:21])[n:10][c:11]([CH3:13])[cH:12]1. Reactants: C[C@H]1C(O[C@@H](C1)C1[N@](C1)S(=O)(=O)C1=C(C=CC=C1)[N+](=O)[O-])=O ((3R,5S)-3-methyl-5-[(S)-1-(2-nitrobenzenesulfonyl)aziridin-2-yl]dihydrofuran-2-one), ClC1=C(C=C(C=C1)F)N1C(CNC(C1)(C)C)=O (1-(2-chloro-5-fluorophenyl)-5,5-dimethylpiperazin-2-one). Run in C1(=CC=CC=C1)C (toluene). Product: ClC1=C(C=C(C=C1)F)N1CC(N(CC1=O)C[C@@H]([C@H]1OC([C@@H](C1)C)=O)NS(=O)(=O)C1=C(C=CC=C1)[N+](=O)[O-])(C)C (N-{(S)-2-[4-(2-Chloro-5-fluorophenyl)-2,2-dimethyl-5-oxopiperazin-1-yl]-1-[(2S,4R)-4-methyl-5-oxotetrahydrofuran-2-yl]ethyl}-2-nitrobenzenesulfonamide). Yield: 94.2%. RXN SMILES: [CH3:1][C@@H:2]1[CH2:6][C@@H:5]([CH:7]2[CH2:9][N@@:8]2[S:10]([C:13]2[CH:18]=[CH:17][CH:16]=[CH:15][C:14]=2[N+:19]([O-:21])=[O:20])(=[O:12])=[O:11])[O:4][C:3]1=[O:22].[Cl:23][C:24]1[CH:29]=[CH:28][C:27]([F:30])=[CH:26][C:25]=1[N:31]1[CH2:36][C:35]([CH3:38])([CH3:37])[NH:34][CH2:33][C:32]1=[O:39]>C1(C)C=CC=CC=1>[Cl:23][C:24]1[CH:29]=[CH:28][C:27]([F:30])=[CH:26][C:25]=1[N:31]1[C:32](=[O:39])[CH2:33][N:34]([CH2:9][C@H:7]([NH:8][S:10]([C:13]2[CH:18]=[CH:17][CH:16]=[CH:15][C:14]=2[N+:19]([O-:21])=[O:20])(=[O:12])=[O:11])[C@@H:5]2[CH2:6][C@@H:2]([CH3:1])[C:3](=[O:22])[O:4]2)[C:35]([CH3:38])([CH3:37])[CH2:36]1. Procedure details: A solution of 730 mg of (3R,5S)-3-methyl-5-[(S)-1-(2-nitrobenzenesulfonyl)aziridin-2-yl]dihydrofuran-2-one obtained in Example (76g) (2.24 mmol) and 689 mg of 1-(2-chloro-5-fluorophenyl)-5,5-dimethylpiperazin-2-one obtained in Example (62d) (2.68 mmol) in toluene (22 ml) was stirred at 110° C. for two hours. After cooling, the reaction mixture was concentrated under reduced pressure, and the residue was purified by silica gel column chromatography (elution solvent:methylene chloride/ethyl acetat... Reactants: O=[N+]([O-])c1cn(CCC(O)CO)c(Br)n1, CC(C)[Si](Cl)(C(C)C)C(C)C, CN(C)C=O, c1c[nH]cn1. Product: CC(C)[Si](OCC(O)CCn1cc([N+](=O)[O-])nc1Br)(C(C)C)C(C)C. As a reaction SMILES: [Br:12][c:13]1[n:14]([CH2:21][CH2:22][CH:23]([CH2:24][OH:25])[OH:26])[cH:15][c:16]([N+:18](=[O:19])[O-:20])[n:17]1.[CH:1]([CH3:2])([CH3:3])[Si:4]([CH:5]([CH3:6])[CH3:7])([CH:8]([CH3:9])[CH3:10])[Cl:11].[O:32]=[CH:33][N:34]([CH3:35])[CH3:36].[nH:27]1[cH:28][cH:29][n:30][cH:31]1>>[CH:1]([CH3:2])([CH3:3])[Si:4]([CH:5]([CH3:6])[CH3:7])([CH:8]([CH3:9])[CH3:10])[O:25][CH2:24][CH:23]([CH2:22][CH2:21][n:14]1[c:13]([Br:12])[n:17][c:16]([N+:18](=[O:19])[O-:20])[cH:15]1)[OH:26]. The reactants are C[Al](C)C (Trimethyl aluminium), C(#N)C(C)(C)C1=CC=C(C(=O)OC)C=C1 (methyl 4-(2-cyanopropan-2-yl)benzoate), C(#N)C(C)(C)C1=CC=C(C(=O)OC)C=C1 (methyl 4-(2-cyanopropan-2-yl)benzoate), CC(C(C(=O)OC)NC(=O)C=1SC(=CN1)C1=CC=C(C=C1)[N+](=O)[O-])C (Methyl 3-methyl-2-(5-(4-nitrophenyl)thiazole-2-carboxamido)butanoate), CC(C(C(=O)OC)NC(=O)C=1SC(=CN1)C1=CC=C(C=C1)[N+](=O)[O-])C (Methyl 3-methyl-2-(5-(4-nitrophenyl)thiazole-2-carboxamido)butanoate), [Cl-].[NH4+] (ammonium chloride). Solvent: C(Cl)Cl (Methylene chloride), C1(=CC=CC=C1)C (toluene), O (water). Conditions: temperature 80 celsius. Yields the product C(#N)C(C)(C)C1=CC=C(C(=O)NC2=CC=C(C=C2)C2=CN=C(S2)C(=O)NC(C(=O)OC)C(C)C)C=C1 (Methyl 2-(5-(4-(4-(2-cyanopropan-2-yl)benzamido)phenyl)thiazole-2-carboxamido)-3-methylbutanoate). Reaction SMILES: C[Al](C)C.[C:5]([C:7]([C:10]1[CH:19]=[CH:18][C:13]([C:14]([O:16]C)=O)=[CH:12][CH:11]=1)([CH3:9])[CH3:8])#[N:6].[CH3:20][CH:21]([CH3:44])[CH:22]([NH:27][C:28]([C:30]1[S:31][C:32]([C:35]2[CH:40]=[CH:39][C:38]([N+:41]([O-])=O)=[CH:37][CH:36]=2)=[CH:33][N:34]=1)=[O:29])[C:23]([O:25][CH3:26])=[O:24].[Cl-].[NH4+]>C1(C)C=CC=CC=1.C(Cl)Cl.O>[C:5]([C:7]([C:10]1[CH:11]=[CH:12][C:13]([C:14]([NH:41][C:38]2[CH:39]=[CH:40][C:35]([C:32]3[S:31][C:30]([C:28]([NH:27][CH:22]([CH:21]([CH3:44])[CH3:20])[C:23]([O:25][CH3:26])=[O:24])=[O:29])=[N:34][CH:33]=3)=[CH:36][CH:37]=2)=[O:16])=[CH:18][CH:19]=1)([CH3:8])[CH3:9])#[N:6] |f:3.4|. Procedure: Trimethyl aluminium (0.36 ml, 2M solution in toluene) was added to a solution of methyl 4-(2-cyanopropan-2-yl)benzoate (Intermediate 5, 100 mg) and methyl 2-(5-(4-aminophenyl) thiazole-2-carboxamido)-3-methylbutanoate (Intermediate 2, 150 mg) in toluene (12 ml). The reaction mixture was heated to 80° C. for 4 hours in a sealed tube. Reaction mass was cooled to RT, water was added and neutralized with saturated aqueous solution of ammonium chloride. Methylene chloride was added to it. Organic and... Starting materials: N(=O)OCCC(C)C (isoamyl nitrite), NC1=C(OC=2C(=NC=CC2)OCC(=O)OC)C=C(C(=C1)F)N1C(N(C(=CC1=O)C(F)(F)F)C)=O (methyl [3-{2-amino-4-fluoro-5-[3-methyl-2,6-dioxo-4-(trifluoromethyl)-1,2,3,6-tetrahydropyrimidin-1-yl]phenoxy}-2-pyridyloxy]acetate), Cl (hydrochloric acid). The reagents and catalysts are [Cu]Cl (copper (I) chloride), [Cu](Cl)Cl (copper (II) chloride). The solvent is C(C)#N (acetonitrile). Run at time 1 hour. The product is ClC1=C(OC=2C(=NC=CC2)OCC(=O)OC)C=C(C(=C1)F)N1C(N(C(=CC1=O)C(F)(F)F)C)=O (methyl [3-{2-chloro-4-fluoro-5-[3-methyl-2,6-dioxo-4-(trifluoromethyl)-1,2,3,6-tetrahydropyrimidin-1-yl]phenoxy}-2-pyridyloxy]acetate). RXN SMILES: N(OCCC(C)C)=O.N[C:10]1[CH:28]=[C:27]([F:29])[C:26]([N:30]2[C:35](=[O:36])[CH:34]=[C:33]([C:37]([F:40])([F:39])[F:38])[N:32]([CH3:41])[C:31]2=[O:42])=[CH:25][C:11]=1[O:12][C:13]1[C:14]([O:19][CH2:20][C:21]([O:23][CH3:24])=[O:22])=[N:15][CH:16]=[CH:17][CH:18]=1.[ClH:43]>[Cu]Cl.[Cu](Cl)Cl.C(#N)C>[Cl:43][C:10]1[CH:28]=[C:27]([F:29])[C:26]([N:30]2[C:35](=[O:36])[CH:34]=[C:33]([C:37]([F:40])([F:39])[F:38])[N:32]([CH3:41])[C:31]2=[O:42])=[CH:25][C:11]=1[O:12][C:13]1[C:14]([O:19][CH2:20][C:21]([O:23][CH3:24])=[O:22])=[N:15][CH:16]=[CH:17][CH:18]=1. Reported procedure: First, 88 mg of isoamyl nitrite was added dropwise to a mixture of 0.24 g of methyl [3-{2-amino-4-fluoro-5-[3-methyl-2,6-dioxo-4-(trifluoromethyl)-1,2,3,6-tetrahydropyrimidin-1-yl]phenoxy}-2-pyridyloxy]acetate, 99 mg of copper (I) chloride, 0.20 g of copper (II) chloride, and 2.5 ml of acetonitrile at room temperature, and the mixture was stirred for 1 hour. The reaction mixture was poured into 2% hydrochloric acid, and the mixture was extracted with ethyl acetate. The organic layer was washed w...